This data is from the Open Reaction Database (ORD), a public repository of structured organic reaction records. The task is: describe an organic reaction: reactants, conditions, products, and yield The reactants are CN(C)C=O, CC(C)Oc1ccc(-n2ncc(=O)[nH]c2=O)c(F)c1, Cl, [H-], CI, [Na+]. Yields the product CC(C)Oc1ccc(-n2ncc(=O)n(C)c2=O)c(F)c1. Reaction SMILES: [CH3:25][N:26]([CH3:27])[CH:28]=[O:29].[CH:1]([CH3:2])([CH3:3])[O:4][c:5]1[cH:6][c:7]([F:19])[c:8](-[n:11]2[n:12][cH:13][c:14](=[O:18])[nH:15][c:16]2=[O:17])[cH:9][cH:10]1.[ClH:24].[H-:20].[I:22][CH3:23].[Na+:21]>>[CH:1]([CH3:2])([CH3:3])[O:4][c:5]1[cH:6][c:7]([F:19])[c:8](-[n:11]2[n:12][cH:13][c:14](=[O:18])[n:15]([CH3:23])[c:16]2=[O:17])[cH:9][cH:10]1. The product is OC1=C(C(=O)OC)C=CC(=C1)C#CC(C1=CC=2C(CCC(C2C=C1)(C)C)(C)C)(C)O (methyl 2-hydroxy-4-[3-hydroxy-3-methyl-3-(5,6,7,8-tetrahydro-5,5,8,8-tetramethyl-2-naphthyl)-1-propynyl]benzoate). The reactants are C(#C)C(C)(O)C1=CC=2C(CCC(C2C=C1)(C)C)(C)C (1-ethynyl-1-(5,6,7,8-tetrahydro-5,5,8,8-tetramethyl-2-naphthyl)ethanol), OC1=C(C(=O)OC)C=CC(=C1)I (methyl 2-hydroxy-4-iodobenzoate). Reaction SMILES: [C:1]([C:3]([C:6]1[CH:15]=[CH:14][C:13]2[C:12]([CH3:17])([CH3:16])[CH2:11][CH2:10][C:9]([CH3:19])([CH3:18])[C:8]=2[CH:7]=1)([OH:5])[CH3:4])#[CH:2].[OH:20][C:21]1[CH:30]=[C:29](I)[CH:28]=[CH:27][C:22]=1[C:23]([O:25][CH3:26])=[O:24]>>[OH:20][C:21]1[CH:30]=[C:29]([C:2]#[C:1][C:3]([OH:5])([CH3:4])[C:6]2[CH:15]=[CH:14][C:13]3[C:12]([CH3:17])([CH3:16])[CH2:11][CH2:10][C:9]([CH3:19])([CH3:18])[C:8]=3[CH:7]=2)[CH:28]=[CH:27][C:22]=1[C:23]([O:25][CH3:26])=[O:24]. Reported procedure: Following the basic procedure of Example 11(d), by reacting 2 g (7.8 mmol) of 1-ethynyl-1-(5,6,7,8-tetrahydro-5,5,8,8-tetramethyl-2-naphthyl)ethanol with 2.2 g (7.9 mmol) of methyl 2-hydroxy-4-iodobenzoate, there were obtained, after chromatography on a silica column eluted with a mixture of dichloromethane and heptane (50/50), 2.77 g (87%) of the expected ester, with a melting point of 110°-115° C. The reactants are [NH4+].[OH-] (NH4OH), OC1=CC=C(C=C1)N1CCN(CC1)C1=CC=C(C=C1)N1C(N(N=C1)C(C(C)=O)C)=O ((±)-2,4-dihydro-4-[4-[4-(4-hydroxyphenyl)-1-piperazinyl]phenyl]-2-(1-methyl-2-oxopropyl)-3H-1,2,4-triazol-3-one), C[C@H](N)C1=CC=CC2=CC=CC=C12 ((S)-α-methyl-1-naphthalenemethanamine), [Na] (sodium). Run in C(Cl)Cl (CH2Cl2). Conditions: time 8 hour. The product is OC1=CC=C(C=C1)N1CCN(CC1)C1=CC=C(C=C1)N1C(N(N=C1)C(C(C)NC(C)C1=CC=CC2=CC=CC=C12)C)=O (2,4-dihydro-4-[4-[4-(4-hydroxyphenyl)-1-piperazinyl]phenyl]-2-[1-metyl-2-[[1-(1-naphthalenyl)ethyl]amino]propyl]-3H-1,2,4-triazol-3-one). As a reaction SMILES: [OH:1][C:2]1[CH:7]=[CH:6][C:5]([N:8]2[CH2:13][CH2:12][N:11]([C:14]3[CH:19]=[CH:18][C:17]([N:20]4[CH:24]=[N:23][N:22]([CH:25]([CH3:29])[C:26](=O)[CH3:27])[C:21]4=[O:30])=[CH:16][CH:15]=3)[CH2:10][CH2:9]2)=[CH:4][CH:3]=1.[CH3:31][C@@H:32]([C:34]1[C:43]2[C:38](=[CH:39][CH:40]=[CH:41][CH:42]=2)[CH:37]=[CH:36][CH:35]=1)[NH2:33].[Na].[NH4+].[OH-]>C(Cl)Cl>[OH:1][C:2]1[CH:3]=[CH:4][C:5]([N:8]2[CH2:13][CH2:12][N:11]([C:14]3[CH:15]=[CH:16][C:17]([N:20]4[CH:24]=[N:23][N:22]([CH:25]([CH3:29])[CH:26]([NH:33][CH:32]([C:34]5[C:43]6[C:38](=[CH:39][CH:40]=[CH:41][CH:42]=6)[CH:37]=[CH:36][CH:35]=5)[CH3:31])[CH3:27])[C:21]4=[O:30])=[CH:18][CH:19]=3)[CH2:10][CH2:9]2)=[CH:6][CH:7]=1 |f:3.4,^1:43|. Reported procedure: A mixture of (±)-2,4-dihydro-4-[4-[4-(4-hydroxyphenyl)-1-piperazinyl]phenyl]-2-(1-methyl-2-oxopropyl)-3H-1,2,4-triazol-3-one (0.018 mol), (S)-α-methyl-1-naphthalenemethanamine (0.0187 mol) and sodium tris(acetato-O)hydroborate (I-) (0.028 mol) in CH2Cl2 (150 ml) was stirred at room temperature overnight. A diluted NH4OH solution was added. The mixture was stirred for 1 hour. The precipitate was filtered off, washed with H2O and with CH2Cl2 (20 ml) and dried. The residue was crystallized from CH3...